This data is from the Open Reaction Database (ORD), a public repository of structured organic reaction records. The task is: describe an organic reaction: reactants, conditions, products, and yield The reactants are OCCOc1cccc(Br)c1, C1CCOC1, CC1(C)OB(c2cccc3[nH]ccc23)OC1(C)C, CCOC(C)=O, [Na+], [OH-], [Pd]. The product is OCCOc1cccc(-c2cccc3[nH]ccc23)c1. RXN SMILES: [Br:19][c:20]1[cH:21][c:22]([O:23][CH2:24][CH2:25][OH:26])[cH:27][cH:28][cH:29]1.[CH2:32]1[O:33][CH2:34][CH2:35][CH2:36]1.[CH3:1][C:2]1([CH3:3])[C:4]([CH3:5])([CH3:6])[O:7][B:8]([c:9]2[c:10]3[cH:11][cH:12][nH:13][c:14]3[cH:15][cH:16][cH:17]2)[O:18]1.[CH3:38][CH2:39][O:40][C:41](=[O:42])[CH3:43].[Na+:31].[OH-:30].[Pd:37]>>[c:9]1(-[c:20]2[cH:21][c:22]([O:23][CH2:24][CH2:25][OH:26])[cH:27][cH:28][cH:29]2)[c:10]2[cH:11][cH:12][nH:13][c:14]2[cH:15][cH:16][cH:17]1. Starting materials: BrCC=1C=C(CN2C(=CC(=C2I)C=O)C(=O)OC)C=CC1 (Methyl 1-(3-(bromomethyl)benzyl)-4-formyl-5-iodo-1H-pyrrole-2-carboxylate), N1C=C(C2=CC=CC=C12)CCCCO (4-(1H-Indol-3-yl)butan-1-ol), C(=O)([O-])[O-].[K+].[K+] (K2CO3), O (water). Run at temperature 65 celsius. Isolated yield 93.2%. Reaction SMILES: Br[CH2:2][C:3]1[CH:4]=[C:5]([CH:19]=[CH:20][CH:21]=1)[CH2:6][N:7]1[C:11]([I:12])=[C:10]([CH:13]=[O:14])[CH:9]=[C:8]1[C:15]([O:17][CH3:18])=[O:16].N1C2C(=CC=CC=2)C(CCCC[OH:35])=C1.C([O-])([O-])=O.[K+].[K+].O>CN(C=O)C>[CH:13]([C:10]1[CH:9]=[C:8]([C:15]([O:17][CH3:18])=[O:16])[N:7]([CH2:6][C:5]2[CH:19]=[CH:20][CH:21]=[C:3]([CH2:2][OH:35])[CH:4]=2)[C:11]=1[I:12])=[O:14] |f:2.3.4|. The solvent is CN(C)C=O (DMF). Procedure: To a stirred solution of 1 (0.20 g, 0.43 mmol) in DMF (2.5 mL) was added 4-(1H-Indol-3-yl)butan-1-ol (82 mg, 0.43 mmol) and K2CO3 (60 mg, 0.43 mmol) at room temperature. The resulting mixture was heated at 65° C. for 18 hours. After cooling to room temperature water (3 mL) was added, extracted with EtOAc, washed with brine, dried over MgSO4, and then purified by MPLC (gradient: Hex to EtOAc) to give 0.16 g of the titled compound as an inseparable mixture with 4-(1H-Indol-3-yl)butan-1-ol. It was ... The product is C(=O)C=1C=C(N(C1I)CC1=CC(=CC=C1)CO)C(=O)OC (Methyl 4-formyl-1-(3-(hydroxymethyl)benzyl)-5-iodo-1H-pyrrole-2-carboxylate).